Dataset: the Open Reaction Database (ORD), a public repository of structured organic reaction records. Task: describe an organic reaction: reactants, conditions, products, and yield Reaction SMILES: [CH3:1][C:2]1([CH3:19])[C:10]2[C:5](=[CH:6][C:7]([N+:15]([O-:17])=[O:16])=[C:8]([NH:11]C(=O)C)[CH:9]=2)[NH:4][C:3]1=[O:18].[CH3:20][C:21]1[CH:28]=[CH:27][C:24]([CH2:25]Br)=[CH:23][CH:22]=1.C([O-])([O-])=O.[K+].[K+]>>[NH2:11][C:8]1[CH:9]=[C:10]2[C:5](=[CH:6][C:7]=1[N+:15]([O-:17])=[O:16])[N:4]([CH2:20][C:21]1[CH:28]=[CH:27][C:24]([CH3:25])=[CH:23][CH:22]=1)[C:3](=[O:18])[C:2]2([CH3:1])[CH3:19] |f:2.3.4|. Starting materials: CC1(C(NC2=CC(=C(C=C12)NC(C)=O)[N+](=O)[O-])=O)C (N-(3,3-dimethyl-6-nitro-2-oxo-2,3-dihydro-1H-indol-5-yl)-acetamide), CC1=CC=C(CBr)C=C1 (4-methylbenzyl bromide), C(=O)([O-])[O-].[K+].[K+] (K2CO3). Product: NC=1C=C2C(C(N(C2=CC1[N+](=O)[O-])CC1=CC=C(C=C1)C)=O)(C)C (5-Amino-3,3-dimethyl-1-(4-methyl-benzyl)-6-nitro-1,3-dihydro-indol-2-one). Procedure: Analogously to general procedure (I) N-(3,3-dimethyl-6-nitro-2-oxo-2,3-dihydro-1H-indol-5-yl)-acetamide (1 g) is alkylated using 4-methylbenzyl bromide (0.71 g; 3.85 mmol) and K2CO3 (1.5 g; 10.9 mmol) at RT for 20 h. After filtration and evaporation of the solvent the crude material is de-acetylated under reflux conditions in 2-propanol (10 ml) and hydrochloric acid (6 N; 30 ml). Pure 5-amino-3,3-dimethyl-1-(4-methyl-benzyl)-6-nitro-1,3-dihydro-indol-2-one (1.18 g) precipitates by pouring the re... Reactants: FC1=C(C(=CC=C1)F)N1C(C=CC2=C1N=C(N=C2C2=C(C=C(C=C2)F)C)S(=O)(=O)C)=O (8-(2,6-difluoro-phenyl)-4-(4-fluoro-2-methyl-phenyl)-2-methane-sulfonyl-8H-pyrido[2,3-d]pyrimidin-7-one), NC1=NN=NN1 (5-amino-1H-tetrazole). Product: FC1=C(C(=CC=C1)F)N1C(C=CC2=C1N=C(N=C2C2=C(C=C(C=C2)F)C)NC2=NN=NN2)=O (8-(2,6-Difluoro-phenyl)-4-(4-fluoro-2-methyl-phenyl)-2-(1H-tetrazol-5-ylamino)-8H-pyrido[2,3-d]pyrimidin-7-one). RXN SMILES: [F:1][C:2]1[CH:7]=[CH:6][CH:5]=[C:4]([F:8])[C:3]=1[N:9]1[C:14]2[N:15]=[C:16](S(C)(=O)=O)[N:17]=[C:18]([C:19]3[CH:24]=[CH:23][C:22]([F:25])=[CH:21][C:20]=3[CH3:26])[C:13]=2[CH:12]=[CH:11][C:10]1=[O:31].[NH2:32][C:33]1[NH:37][N:36]=[N:35][N:34]=1>>[F:1][C:2]1[CH:7]=[CH:6][CH:5]=[C:4]([F:8])[C:3]=1[N:9]1[C:14]2[N:15]=[C:16]([NH:32][C:33]3[NH:37][N:36]=[N:35][N:34]=3)[N:17]=[C:18]([C:19]3[CH:24]=[CH:23][C:22]([F:25])=[CH:21][C:20]=3[CH3:26])[C:13]=2[CH:12]=[CH:11][C:10]1=[O:31]. Procedure: Following the general procedure outlined in Example 217, the product of Example 48 (150 mg, 0.33 mmol) and 5-amino-1H-tetrazole (143 mg, 1.68 mmol) were reacted to give the crude material, which was purified preparative hplc to afford the title compound, 17 mg (9%). LC-MS: 451.0 (MH+, m/z), 2.04 (Rt, min). Reactants: C=CC(=O)OC(C)(C)C, C[N+](C)(C)Cc1ccccc1, CC#N, [OH-], CC(C)c1nc(C(=O)N2CCOC3(CCN(CCc4cccc(CCO)c4)CC3)C2)cs1. Product: CC(C)c1nc(C(=O)N2CCOC3(CCN(CCc4cccc(CCOCCC(=O)OC(C)(C)C)c4)CC3)C2)cs1. RXN SMILES: [C:33]([CH:34]=[CH2:35])(=[O:36])[O:37][C:38]([CH3:39])([CH3:40])[CH3:41].[CH2:43]([N+:44]([CH3:45])([CH3:46])[CH3:47])[c:48]1[cH:49][cH:50][cH:51][cH:52][cH:53]1.[CH3:54][C:55]#[N:56].[OH-:42].[OH:1][CH2:2][CH2:3][c:4]1[cH:5][c:6]([CH2:7][CH2:8][N:9]2[CH2:10][CH2:11][C:12]3([CH2:13][N:14]([C:18](=[O:19])[c:20]4[n:21][c:22]([CH:25]([CH3:26])[CH3:27])[s:23][cH:24]4)[CH2:15][CH2:16][O:17]3)[CH2:28][CH2:29]2)[cH:30][cH:31][cH:32]1>>[O:1]([CH2:2][CH2:3][c:4]1[cH:5][c:6]([CH2:7][CH2:8][N:9]2[CH2:10][CH2:11][C:12]3([CH2:13][N:14]([C:18](=[O:19])[c:20]4[n:21][c:22]([CH:25]([CH3:26])[CH3:27])[s:23][cH:24]4)[CH2:15][CH2:16][O:17]3)[CH2:28][CH2:29]2)[cH:30][cH:31][cH:32]1)[CH2:35][CH2:34][C:33](=[O:36])[O:37][C:38]([CH3:39])([CH3:40])[CH3:41]. Reactants: BrC1=CC=C(C=N1)N1C(OC(C1)COC)=O ((RS)-3-(6-bromo-pyridin-3-yl)-5-methoxymethyl-oxazolidin-2-one), 8-tributyl-stannyl-1,4-dioxaspiro[4,5]dec-7-ene, CN(C=O)C (dimethylformamide). The reagents and catalysts are Cl[Pd]([P](C1=CC=CC=C1)(C2=CC=CC=C2)C3=CC=CC=C3)([P](C4=CC=CC=C4)(C5=CC=CC=C5)C6=CC=CC=C6)Cl (bis(triphenylphosphine)palladium(II) dichloride). Conditions: time 22 hour. Product: O1CCOC12CC=C(CC2)C2=CC=C(C=N2)N2C(OC(C2)COC)=O ((RS)-3-[6-(1,4-dioxa-spiro[4,5]dec-7-en-8-yl)-pyridin-3-yl]-5-methoxymethyl-oxazolidin-2-one). As a reaction SMILES: Br[C:2]1[N:7]=[CH:6][C:5]([N:8]2[CH2:12][CH:11]([CH2:13][O:14][CH3:15])[O:10][C:9]2=[O:16])=[CH:4][CH:3]=1.CN(C)[CH:19]=[O:20]>Cl[Pd](Cl)([P](C1C=CC=CC=1)(C1C=CC=CC=1)C1C=CC=CC=1)[P](C1C=CC=CC=1)(C1C=CC=CC=1)C1C=CC=CC=1>[O:20]1[C:19]2([CH2:6][CH2:5][C:4]([C:2]3[N:7]=[CH:6][C:5]([N:8]4[CH2:12][CH:11]([CH2:13][O:14][CH3:15])[O:10][C:9]4=[O:16])=[CH:4][CH:3]=3)=[CH:3][CH2:2]2)[O:10][CH2:11][CH2:12]1 |^1:24,43|. Procedure: A suspension of 8.9 g of (RS)-3-(6-bromo-pyridin-3-yl)-5-methoxymethyl-oxazolidin-2-one, 6.5 g of 8-tributyl-stannyl-1,4-dioxaspiro[4,5]dec-7-ene and 1.4 g of bis(triphenylphosphine)palladium(II) dichloride in 40 ml of dimethylformamide was stirred at 85° under argon for 22 h. Then, the mixture was cooled, filtered over a Celite® pad, the filter cake was washed with a large amount of ethyl acetate and the organic phase was washed several times with semi-saturated sodium chloride solution. The aq... Starting materials: CN(C=O)C (N,N-dimethylformamide), CI (methyl iodide), [H-].[Na+] (Sodium hydride), C1(CCCC1)C(=O)N1[C@H]2CC3=C([C@](CC1)(C2)C)C=C(C=C3)O (cyclopentyl-[(2R,6R)-8-hydroxy-6-methyl-1,2,5,6-tetrahydro-4H-2,6-methano-benzo[d]azocin-3-yl]-methanone). The solvent is O1CCCC1 (tetrahydrofuran), O (water). Reaction conditions: time 8 hour. The product is C1(CCCC1)C(=O)N1[C@H]2CC3=C([C@](CC1)(C2)C)C=C(C=C3)OC (Cyclopentyl-[(2R,6R)-8-methoxy-6-methyl-1,2,5,6-tetrahydro-4H-2,6-methano-benzo[d]azocin-3-yl]-methanone). As a reaction SMILES: [H-].[Na+].[CH:3]1([C:8]([N:10]2[CH2:17][CH2:16][C@:15]3([CH3:19])[CH2:18][C@@H:11]2[CH2:12][C:13]2[CH:23]=[CH:22][C:21]([OH:24])=[CH:20][C:14]=23)=[O:9])[CH2:7][CH2:6][CH2:5][CH2:4]1.[CH3:25]N(C)C=O.CI>O1CCCC1.O>[CH:3]1([C:8]([N:10]2[CH2:17][CH2:16][C@:15]3([CH3:19])[CH2:18][C@@H:11]2[CH2:12][C:13]2[CH:23]=[CH:22][C:21]([O:24][CH3:25])=[CH:20][C:14]=23)=[O:9])[CH2:7][CH2:6][CH2:5][CH2:4]1 |f:0.1|. Reported procedure: Sodium hydride (0.01 g) is added to a solution of cyclopentyl-[(2R,6R)-8-hydroxy-6-methyl-1,2,5,6-tetrahydro-4H-2,6-methano-benzo[d]azocin-3-yl]-methanone (0.10 g) in tetrahydrofuran (6 mL; alternatively N,N-dimethylformamide may be used). The mixture is stirred for 30 min at room temperature before methyl iodide (25 μL) is added. The resulting solution is stirred at room temperature overnight. Then, water is added and the resulting mixture is extracted with dichloromethane. The combined extract...